Dataset: the Open Reaction Database (ORD), a public repository of structured organic reaction records. Task: describe an organic reaction: reactants, conditions, products, and yield The reactants are NC[C@H](CC(=O)O)C[C@@H](CC)C ((3S,5R)-3-aminomethyl-5-methyl-heptanoic acid), CC#N (CH3CN). The product is NC[C@H](CC(=O)O)C[C@H](CCC)C ((3S,5S)-3-Aminomethyl-5-methyl-octanoic acid). As a reaction SMILES: [NH2:1][CH2:2][C@@H:3]([CH2:8][C@H:9]([CH3:12])[CH2:10][CH3:11])[CH2:4][C:5]([OH:7])=[O:6].[CH3:13]C#N>>[NH2:1][CH2:2][C@@H:3]([CH2:8][C@@H:9]([CH3:12])[CH2:10][CH2:11][CH3:13])[CH2:4][C:5]([OH:7])=[O:6]. Reported procedure: A procedure similar to the preparation of example 10 (3S,5R)-3-aminomethyl-5-methyl-heptanoic acid was followed giving example 11. 380 mg; 29.0%. 1H NMR (CD3OD) δ 2.90 (dd, J=3.9, 8.8 Hz, 1H), 2.80 (dd, J=7.6, 5.1 Hz, 1H), 2.40 (dd, J=3.2, 12.51 Hz, 1H), 2.20 (dd, J=8.8, 6.8 Hz, 1H), 2.05 (m, 1H), 1.55 (m, 1H), 1.30 (m, 3H), 1.10 (m, 2H), 0.85 (m, 6H); MS, m/z (relative intensity): 187 [M+1H, 100%], 211 [M+1H+CH3CN, 30%]. The reactants are CC(C(=O)O)c1cc(Cl)cc(Br)c1, O=C(Cl)C(=O)Cl, ClCCl, CN(C)C=O. The product is CC(C(=O)Cl)c1cc(Cl)cc(Br)c1. RXN SMILES: [Br:1][c:2]1[cH:3][c:4]([CH:9]([C:10](=[O:11])[OH:12])[CH3:13])[cH:5][c:6]([Cl:8])[cH:7]1.[Cl:14][C:15]([C:16]([Cl:17])=[O:18])=[O:19].[Cl:25][CH2:26][Cl:27].[O:20]=[CH:21][N:22]([CH3:23])[CH3:24]>>[Br:1][c:2]1[cH:3][c:4]([CH:9]([C:10](=[O:11])[Cl:14])[CH3:13])[cH:5][c:6]([Cl:8])[cH:7]1. The reactants are OC[C@H](O)[C@@H](O)[C@H](O)[C@H](O)CO (sorbitol), NC[C@@H]([C@H]([C@@H](C(CO)=O)O)O)O (6-amino-6-deoxy-L-sorbose). Run at time 16 hour. Product: NC[C@H](O)[C@@H](O)[C@H](O)[C@H](O)CO (1-amino-1-deoxy-D-glucitol). Reaction SMILES: OC[C@@H]([C@H]([C@@H]([C@@H](CO)O)O)O)O.[NH2:13][CH2:14][C@H:15]([OH:24])[C@@H:16]([OH:23])[C@H:17]([OH:22])[C:18](=[O:21])[CH2:19][OH:20]>>[NH2:13][CH2:14][C@@H:15]([C@H:16]([C@@H:17]([C@@H:18]([CH2:19][OH:20])[OH:21])[OH:22])[OH:23])[OH:24]. Procedure: Glucobacter oxydans ssp. suboxydans is cultured, on a 10 l scale, in a fermenter in a medium which contains, per 1 l, 100 g of sorbitol, 20 g of yeast extract and 2 g of KH2PO4 --dissolved in tap water. 5 l of air per minute are blown through the fermenter and the fermenter is stirred at 500 rpm and kept at a temperature of 30° C. After a 16 hour incubation period, the cells are centrifuged off from the culture broth, washed once by suspending in 10 mM KH2PO4 and again centrifuging and then susp... Reactants: ClC1=CC=C(C=C1)C1=CC=C(C=C1)C(C)O (1-(4'-chloro[1,1']biphenyl-4-yl)ethanol), S(=O)(Cl)Cl (thionyl chloride). Solvent: C1=CC=CC=C1 (benzene). The product is ClC1=CC=C(C=C1)C1=CC=C(C=C1)C(C)Cl (4'-chloro-4-(1-chloroethyl)[1,1']-biphenyl). RXN SMILES: [Cl:1][C:2]1[CH:7]=[CH:6][C:5]([C:8]2[CH:13]=[CH:12][C:11]([CH:14](O)[CH3:15])=[CH:10][CH:9]=2)=[CH:4][CH:3]=1.S(Cl)([Cl:19])=O>C1C=CC=CC=1>[Cl:1][C:2]1[CH:7]=[CH:6][C:5]([C:8]2[CH:13]=[CH:12][C:11]([CH:14]([Cl:19])[CH3:15])=[CH:10][CH:9]=2)=[CH:4][CH:3]=1. Reported procedure: To a stirred suspension of 238 g of 1-(4'-chloro[1,1']biphenyl-4-yl)ethanol in 2 liters of anhydrous benzene add 200 ml. of thionyl chloride over 40 minutes. With stirring, reflux the reaction mixture for 4 hours. Concentrate the reaction mixture and dissolve the resulting solid residue in 2 liters of methylene chloride. Wash the methylene chloride solution with three 500 ml portions of water, dry the resulting solution over sodium sulfate, concentrate, and triturate the solid residue with petro... Starting materials: COc1ccc([Sn](C)(C)C)cn1, [Cl-], COc1cc2cc(OS(=O)(=O)C(F)(F)F)cnc2cc1OC, [Li+], C1COCCO1, c1ccc(P(c2ccccc2)(c2ccccc2)[Pd](P(c2ccccc2)(c2ccccc2)c2ccccc2)(P(c2ccccc2)(c2ccccc2)c2ccccc2)P(c2ccccc2)(c2ccccc2)c2ccccc2)cc1. Product: COc1ccc(-c2cnc3cc(OC)c(OC)cc3c2)cn1. Reaction SMILES: [CH3:1][O:2][c:3]1[n:4][cH:5][c:6]([Sn:9]([CH3:10])([CH3:11])[CH3:12])[cH:7][cH:8]1.[Cl-:36].[F:13][C:14]([F:15])([F:16])[S:17]([O:18][c:19]1[cH:20][n:21][c:22]2[cH:23][c:24]([O:31][CH3:32])[c:25]([O:29][CH3:30])[cH:26][c:27]2[cH:28]1)(=[O:33])=[O:34].[Li+:35].[O:37]1[CH2:38][CH2:39][O:40][CH2:41][CH2:42]1.[cH:43]1[cH:44][cH:45][c:46]([P:47]([Pd:48]([P:49]([c:50]2[cH:51][cH:52][cH:53][cH:54][cH:55]2)([c:56]2[cH:57][cH:58][cH:59][cH:60][cH:61]2)[c:62]2[cH:63][cH:64][cH:65][cH:66][cH:67]2)([P:68]([c:69]2[cH:70][cH:71][cH:72][cH:73][cH:74]2)([c:75]2[cH:76][cH:77][cH:78][cH:79][cH:80]2)[c:81]2[cH:82][cH:83][cH:84][cH:85][cH:86]2)[P:87]([c:88]2[cH:89][cH:90][cH:91][cH:92][cH:93]2)([c:94]2[cH:95][cH:96][cH:97][cH:98][cH:99]2)[c:100]2[cH:101][cH:102][cH:103][cH:104][cH:105]2)([c:106]2[cH:107][cH:108][cH:109][cH:110][cH:111]2)[c:112]2[cH:113][cH:114][cH:115][cH:116][cH:117]2)[cH:118][cH:119]1>>[CH3:1][O:2][c:3]1[n:4][cH:5][c:6](-[c:19]2[cH:20][n:21][c:22]3[cH:23][c:24]([O:31][CH3:32])[c:25]([O:29][CH3:30])[cH:26][c:27]3[cH:28]2)[cH:7][cH:8]1. The reactants are C(C)(=O)OCCOC1=NN(C(=C1C1=CC=C(C=C1)C(F)(F)F)N(COCCOC)S(=O)(=O)C1=CC=C(C=C1)C(C)(C)C)C (2-({5-{{[4-(tert-butyl)phenyl]sulfonyl}[(2-methoxyethoxy)methyl]amino}-1-methyl-4-[4-(trifluoromethyl)phenyl]-1H-pyrazol-3-yl}oxy)ethyl acetate), C([O-])([O-])=O.[K+].[K+] (potassium carbonate). The solvent is CO (methanol), O (water). Run at time 1.5 hour. The product is C(C)(C)(C)C1=CC=C(C=C1)S(=O)(=O)N(COCCOC)C1=C(C(=NN1C)OCCO)C1=CC=C(C=C1)C(F)(F)F (4-(tert-butyl)-N-{3-(2-hydroxyethoxy)-1-methyl-4-[4-(trifluoromethyl)phenyl]-1H-pyrazol-5-yl}-N-[(2-methoxyethoxy)methyl]benzenesulfonamide), solid. As a reaction SMILES: C([O:4][CH2:5][CH2:6][O:7][C:8]1[C:12]([C:13]2[CH:18]=[CH:17][C:16]([C:19]([F:22])([F:21])[F:20])=[CH:15][CH:14]=2)=[C:11]([N:23]([S:30]([C:33]2[CH:38]=[CH:37][C:36]([C:39]([CH3:42])([CH3:41])[CH3:40])=[CH:35][CH:34]=2)(=[O:32])=[O:31])[CH2:24][O:25][CH2:26][CH2:27][O:28][CH3:29])[N:10]([CH3:43])[N:9]=1)(=O)C.C(=O)([O-])[O-].[K+].[K+]>CO.O>[C:39]([C:36]1[CH:35]=[CH:34][C:33]([S:30]([N:23]([C:11]2[N:10]([CH3:43])[N:9]=[C:8]([O:7][CH2:6][CH2:5][OH:4])[C:12]=2[C:13]2[CH:18]=[CH:17][C:16]([C:19]([F:22])([F:21])[F:20])=[CH:15][CH:14]=2)[CH2:24][O:25][CH2:26][CH2:27][O:28][CH3:29])(=[O:31])=[O:32])=[CH:38][CH:37]=1)([CH3:42])([CH3:40])[CH3:41] |f:1.2.3|. Reported procedure: To 2-({5-{{[4-(tert-butyl)phenyl]sulfonyl}[(2-methoxyethoxy)methyl]amino}-1-methyl-4-[4-(trifluoromethyl)phenyl]-1H-pyrazol-3-yl}oxy)ethyl acetate (Preparation 13) (200 mg) in methanol (20 ml) was added a solution of potassium carbonate (90 mg) in water (5 ml), at room temperature. The reaction mixture was stirred at room temperature for 1.5 hours. The reaction mixture was stripped down and the residue partitioned between ethyl acetate (15 ml) and water (15 ml). The aqueous layer was extracted w...